Dataset: the Open Reaction Database (ORD), a public repository of structured organic reaction records. Task: describe an organic reaction: reactants, conditions, products, and yield The reactants are C(C1=CC=CC=C1)OC(=O)N1CC(C(CCC1)NC([C@H](CC(C)C)N)=O)O (4-((S)-2-amino-4-methyl-pentanoylamino)-3-hydroxy-azepane-1-carboxylic acid benzyl ester), C(CCl)Cl (EDC), C=1C=CC2=C(C1)N=NN2O (HOBt), TEA, O1C(=CC2=C1C=CC=C2)C(=O)O (benzofuran-2-carboxylic acid). The solvent is ClCCl (dichloromethane), ClCCl (dichloromethane), CO (methanol). The product is C(C1=CC=CC=C1)OC(=O)N1CC(C(CCC1)NC([C@H](CC(C)C)NC(=O)C=1OC2=C(C1)C=CC=C2)=O)O (4-{(S)-2-[(Benzofuran-2-carbonyl)-amino]-4-methyl-pentanoylamino}-3-hydroxy-azepane-1-carboxylic acid benzyl ester). RXN SMILES: [CH2:1]([O:8][C:9]([N:11]1[CH2:17][CH2:16][CH2:15][CH:14]([NH:18][C:19](=[O:26])[C@@H:20]([NH2:25])[CH2:21][CH:22]([CH3:24])[CH3:23])[CH:13]([OH:27])[CH2:12]1)=[O:10])[C:2]1[CH:7]=[CH:6][CH:5]=[CH:4][CH:3]=1.C(Cl)CCl.C1C=CC2N(O)N=NC=2C=1.[O:42]1[C:46]2[CH:47]=[CH:48][CH:49]=[CH:50][C:45]=2[CH:44]=[C:43]1[C:51](O)=[O:52]>ClCCl.CO>[CH2:1]([O:8][C:9]([N:11]1[CH2:17][CH2:16][CH2:15][CH:14]([NH:18][C:19](=[O:26])[C@@H:20]([NH:25][C:51]([C:43]2[O:42][C:46]3[CH:47]=[CH:48][CH:49]=[CH:50][C:45]=3[CH:44]=2)=[O:52])[CH2:21][CH:22]([CH3:24])[CH3:23])[CH:13]([OH:27])[CH2:12]1)=[O:10])[C:2]1[CH:7]=[CH:6][CH:5]=[CH:4][CH:3]=1. Procedure details: To a solution of 4-((S)-2-amino-4-methyl-pentanoylamino)-3-hydroxy-azepane-1-carboxylic acid benzyl ester of Example 78a (3.2 g) in dichloromethane (200 mL) was added EDC (1.48 g), HOBt (1.05 g), TEA (1.29 mL) and benzofuran-2-carboxylic acid. The reaction was stirred until complete. Workup and column chromatography (2% methanol:dichloromethane) provided the title compound (3.78 g): MS(EI) 521 (M+H+). Starting materials: OC1=CC=C(C=C1)C1=CC=C(C=C1)C(C)=O (4-hydroxy-4'-acetylbiphenyl), S(O)(O)(=O)=O (sulfuric acid), C(C)(=O)OC(C)=O (acetic anhydride). Yields the product C(C)(=O)OC1=CC=C(C=C1)C1=CC=C(C=C1)C(C)=O (4-acetoxy-4'-acetylbiphenyl). Isolated yield 97.0%. Reaction SMILES: [OH:1][C:2]1[CH:7]=[CH:6][C:5]([C:8]2[CH:13]=[CH:12][C:11]([C:14](=[O:16])[CH3:15])=[CH:10][CH:9]=2)=[CH:4][CH:3]=1.S(=O)(=O)(O)O.[C:22](OC(=O)C)(=[O:24])[CH3:23]>>[C:22]([O:1][C:2]1[CH:3]=[CH:4][C:5]([C:8]2[CH:13]=[CH:12][C:11]([C:14](=[O:16])[CH3:15])=[CH:10][CH:9]=2)=[CH:6][CH:7]=1)(=[O:24])[CH3:23]. Procedure details: 10.5 g of 4-hydroxy-4'-acetylbiphenyl (C) obtained in Example 1 was heated together with 20 ml of acetic anhydride in the presence of a small amount of concentrated sulfuric acid. Crude crystals thus obtained were recrystallized from carbon tetrachloride to obtain 12.5 g of 4-acetoxy-4'-acetylbiphenyl (1): ##STR51## The reactants are Cl.NO (hydroxylamine hydrochloride), ON=C1S(CCC1=O)(=O)=O (2-hydroxyimino-3-oxotetrahydrothiophene dioxide). Solvent: O (water), CO (methanol). Yields the product ON=C1S(CCC1=NO)(=O)=O (2,3-dihydroxyiminotetrahydrothiophene dioxide). Yield: 49.7%. Reaction SMILES: Cl.[NH2:2][OH:3].[OH:4][N:5]=[C:6]1[C:10](=O)[CH2:9][CH2:8][S:7]1(=[O:13])=[O:12]>O.CO>[OH:4][N:5]=[C:6]1[C:10](=[N:2][OH:3])[CH2:9][CH2:8][S:7]1(=[O:13])=[O:12] |f:0.1|. Procedure details: 5.4 g (77 mmol) of hydroxylamine hydrochloride, dissolved in 15 ml of water, are added to a solution of 11.4 g (70 mmol) of 2-hydroxyimino-3-oxotetrahydrothiophene dioxide in 100 ml of methanol. After 2 hours at room temperature the batch is completely concentrated and the residue is recrystallised from ethanol. 6.2 g (50%) of 2,3-dihydroxyiminotetrahydrothiophene dioxide, m.p. 181° C., are obtained. The reactants are C(CC)(=O)NC1=C(C=C(C(=O)OCC)C=C1)N (ethyl 4-propionylamino-3-aminobenzoate), C([O-])([O-])=O.[K+].[K+] (potassium carbonate), FC1=CC=C(COC2=CC=C(CBr)C=C2)C=C1 (4-(4-fluorobenzyloxy)benzyl bromide), C(C)(=O)OCC (ethyl acetate). The solvent is O (water). Reaction conditions: temperature 75 celsius, time 16 hour. Yields the product C(C)OC(=O)C=1C=CC2=C(N(C(=N2)CC)CC2=CC=C(C=C2)OCC2=CC=C(C=C2)F)C1 (6-ethoxycarbonyl-2-ethyl-1-[4-(4-fluorobenzyloxy)benzyl]benzimidazole). The yield is 23.3%. Reaction SMILES: [C:1]([NH:5][C:6]1[CH:16]=[CH:15][C:9]([C:10]([O:12][CH2:13][CH3:14])=[O:11])=[CH:8][C:7]=1[NH2:17])(=O)[CH2:2][CH3:3].C(=O)([O-])[O-].[K+].[K+].[F:24][C:25]1[CH:40]=[CH:39][C:28]([CH2:29][O:30][C:31]2[CH:38]=[CH:37][C:34]([CH2:35]Br)=[CH:33][CH:32]=2)=[CH:27][CH:26]=1.C(OCC)(=O)C>O>[CH2:13]([O:12][C:10]([C:9]1[CH:15]=[CH:16][C:6]2[N:5]=[C:1]([CH2:2][CH3:3])[N:17]([CH2:35][C:34]3[CH:37]=[CH:38][C:31]([O:30][CH2:29][C:28]4[CH:39]=[CH:40][C:25]([F:24])=[CH:26][CH:27]=4)=[CH:32][CH:33]=3)[C:7]=2[CH:8]=1)=[O:11])[CH3:14] |f:1.2.3|. Procedure details: A mixture of 0.534 g of ethyl 4-propionylamino-3-aminobenzoate, 0.374 g of potassium carbonate, 0.800 g of 4-(4-fluorobenzyloxy)benzyl bromide, 5 ml of ethyl acetate and 3 ml of water was stirred at 75° C. for 16 hours. The organic layer was concentrated, and ethanol and 0.46 g of 36% hydrochloric acid were added to the residue. The mixture was stirred for 2 hours while being heat-refluxed. The reaction mixture was neutralized with potassium carbonate, and the solvent was then concentrated under... Starting materials: [OH-].[Na+] (sodium hydroxide), CO (methanol), C(C1=CC=CC=C1)(=O)NC1=C(C(=O)OC)C=CC(=C1)OCCC1=CC=CC=C1 (methyl 2-(benzamido)-4-(phenethyloxy)benzoate). Run in O1CCCC1 (tetrahydrofuran). Reported procedure: 0.30 mL of 2.0 mol/L aqueous sodium hydroxide was added dropwise to a mixed solution of 2 mL of methanol and 2 mL of tetrahydrofuran containing 0.19 g of methyl 2-(benzamido)-4-(phenethyloxy)benzoate while ice-cooled, and stirred at room temperature for 14 hours and 30 minutes. The solvent was evaporated under reduced pressure and ethyl acetate and 1.0 mol/L hydrochloric acid were added. The organic layer was separated, the solvent was evaporated under reduced pressure and the residue was purifi... Reaction SMILES: [OH-].[Na+].CO.[C:5]([NH:13][C:14]1[CH:23]=[C:22]([O:24][CH2:25][CH2:26][C:27]2[CH:32]=[CH:31][CH:30]=[CH:29][CH:28]=2)[CH:21]=[CH:20][C:15]=1[C:16]([O:18]C)=[O:17])(=[O:12])[C:6]1[CH:11]=[CH:10][CH:9]=[CH:8][CH:7]=1>O1CCCC1>[C:5]([NH:13][C:14]1[CH:23]=[C:22]([O:24][CH2:25][CH2:26][C:27]2[CH:32]=[CH:31][CH:30]=[CH:29][CH:28]=2)[CH:21]=[CH:20][C:15]=1[C:16]([OH:18])=[O:17])(=[O:12])[C:6]1[CH:7]=[CH:8][CH:9]=[CH:10][CH:11]=1 |f:0.1|. Product: C(C1=CC=CC=C1)(=O)NC1=C(C(=O)O)C=CC(=C1)OCCC1=CC=CC=C1 (2-(benzamido)-4-(phenethyloxy)benzoic acid). Reaction conditions: time 30 minute. Product: CC=1C=C(C=CC1C(=O)N1[C@@H](CC(C1)=NOC)C(=O)OC)C1=CC=CC=C1 (Methyl (2S,4EZ)-1-[(3-methyl[1,1′-biphenyl]-4-yl)carbonyl]-4-(methoxyimino)-2-pyrrolidinecarboxylate). Starting materials: C(C)(C)(C)OC(=O)N1[C@@H](CC(C1)=NOC)C(=O)O ((2S,4EZ)-1-(tert-butoxycarbonyl)-4-(methoxyimino)-2-pyrrolidinecarboxylic acid), CC=1C=C(C=CC1C(=O)O)C1=CC=CC=C1 (3-methyl[1,1′-biphenyl]-4-carboxylic acid), CO (methanol). As a reaction SMILES: C(O[C:6]([N:8]1[CH2:12][C:11](=[N:13][O:14][CH3:15])[CH2:10][C@H:9]1[C:16]([OH:18])=[O:17])=[O:7])(C)(C)C.[CH3:19][C:20]1[CH:21]=[C:22]([C:29]2[CH:34]=[CH:33][CH:32]=[CH:31][CH:30]=2)[CH:23]=[CH:24][C:25]=1C(O)=O.[CH3:35]O>>[CH3:19][C:20]1[CH:21]=[C:22]([C:29]2[CH:34]=[CH:33][CH:32]=[CH:31][CH:30]=2)[CH:23]=[CH:24][C:25]=1[C:6]([N:8]1[CH2:12][C:11](=[N:13][O:14][CH3:15])[CH2:10][C@H:9]1[C:16]([O:18][CH3:35])=[O:17])=[O:7]. Procedure details: Following the general method as outlined in Example 11, starting from (2S,4EZ)-1-(tert-butoxycarbonyl)-4-(methoxyimino)-2-pyrrolidinecarboxylic acid, 3-methyl[1,1′-biphenyl]-4-carboxylic acid, and methanol, the title compound isolated as a mixture of two isomers in 82.3% purity by HPLC. The reactants are BrC=1SC(=C(N1)C(NC=1C=NN(C1N1CC[C@@H](CCC1)N(C(C(F)(F)F)=O)C)CC(F)F)=O)NC(OC(C)(C)C)=O ((R)-tert-butyl 2-bromo-4-(1-(2,2-difluoroethyl)-5-(4-(2,2,2-trifluoro-N-methylacetamido)azepan-1-yl)-1H-pyrazol-4-ylcarbamoyl)thiazol-5-ylcarbamate), FC1=C(C=C(C=C1)C)B(O)O (2-fluoro-5-methylbenzeneboronic acid). Yields the product NC1=C(N=C(S1)C1=C(C=CC(=C1)C)F)C(=O)NC=1C=NN(C1N1CC[C@H](CCC1)NC)CC(F)F ((S)-5-Amino-N-(1-(2,2-difluoroethyl)-5-(4-(methylamino)azepan-1-yl)-1H-pyrazol-4-yl)-2-(2-fluoro-5-methylphenyl)thiazole-4-carboxamide), mono formate. As a reaction SMILES: Br[C:2]1[S:3][C:4]([NH:34]C(=O)OC(C)(C)C)=[C:5]([C:7](=[O:33])[NH:8][C:9]2[CH:10]=[N:11][N:12]([CH2:29][CH:30]([F:32])[F:31])[C:13]=2[N:14]2[CH2:20][CH2:19][CH2:18][C@@H:17]([N:21]([CH3:28])C(=O)C(F)(F)F)[CH2:16][CH2:15]2)[N:6]=1.[F:42][C:43]1[CH:48]=[CH:47][C:46]([CH3:49])=[CH:45][C:44]=1B(O)O>>[NH2:34][C:4]1[S:3][C:2]([C:44]2[CH:45]=[C:46]([CH3:49])[CH:47]=[CH:48][C:43]=2[F:42])=[N:6][C:5]=1[C:7]([NH:8][C:9]1[CH:10]=[N:11][N:12]([CH2:29][CH:30]([F:31])[F:32])[C:13]=1[N:14]1[CH2:20][CH2:19][CH2:18][C@H:17]([NH:21][CH3:28])[CH2:16][CH2:15]1)=[O:33]. Reported procedure: Following the procedure for Example 108, (R)-tert-butyl 2-bromo-4-(1-(2,2-difluoroethyl)-5-(4-(2,2,2-trifluoro-N-methylacetamido)azepan-1-yl)-1H-pyrazol-4-ylcarbamoyl)thiazol-5-ylcarbamate (80 mg, 0.12 mmol) and 2-fluoro-5-methylbenzeneboronic acid (30 mg, 0.20 mmol) were reacted to give 119 as the mono formate salt as a pale pink solid (11 mg, 19% over two steps). 1H NMR (400 MHz, d4-MeOD) δ 8.56 (s, 1H), 8.08 (dd, J=7.3, 2.2 Hz, 1H), 7.60 (s, 1H), 7.26-7.20 (m, 1H), 7.12 (dd, J=11.4, 8.4 Hz, 1... Reactants: O (water), BrC=1C=C2C(=CC(=NC2=CC1)OC)C1=CC(=CC=C1)OC (6-bromo-4-(3-methoxy-phenyl)2-methoxy-quinoline), B(Br)(Br)Br (BBr3). Solvent: ClCCl (dichloromethane), C(Cl)Cl (CH2Cl2). Reaction conditions: time 4 hour. Yields the product BrC=1C=C2C(=CC(=NC2=CC1)OC)C=1C=C(C=CC1)O (3-(6-Bromo-2-methoxy-quinolin-4-yl)-phenol). The yield is 50.9%. RXN SMILES: [Br:1][C:2]1[CH:3]=[C:4]2[C:9](=[CH:10][CH:11]=1)[N:8]=[C:7]([O:12][CH3:13])[CH:6]=[C:5]2[C:14]1[CH:19]=[CH:18][CH:17]=[C:16]([O:20]C)[CH:15]=1.B(Br)(Br)Br.O>ClCCl>[Br:1][C:2]1[CH:3]=[C:4]2[C:9](=[CH:10][CH:11]=1)[N:8]=[C:7]([O:12][CH3:13])[CH:6]=[C:5]2[C:14]1[CH:15]=[C:16]([OH:20])[CH:17]=[CH:18][CH:19]=1. Procedure details: To a solution of 6-bromo-4-(3-methoxy-phenyl)2-methoxy-quinoline (1.31 g, 3.81 mmol) in dichloromethane (CH2Cl2. 30 ml) was added a solution of BBr3 in CH2Cl2 (1 M, 11.4 ml, 1 1.4 mmol) at 0° C. The reaction mixture was allowed to warm to room temperature and stirred for 4 hours. It was poured into water. The organic layer was washed with brine, dried over MgSO4 and concentratred to give the tiltle compound of example 34A (640 mg, 41% yield). RXN SMILES: [CH3:1][C:2]1[C:10]([CH3:12])([CH3:11])[C:9]2[C:4](=[CH:5][CH:6]=[CH:7][CH:8]=2)[N:3]=1.[I:13][CH2:14][CH2:15][C:16]([OH:18])=[O:17]>>[I-:13].[C:16]([CH2:15][CH2:14][NH+:3]1[C:4]2[C:9](=[CH:8][CH:7]=[CH:6][CH:5]=2)[C:10]([CH3:12])([CH3:11])[CH:2]1[CH3:1])([OH:18])=[O:17] |f:2.3|. Procedure: A 2-necked 50 milliliter round-bottomed flask equipped with a magnetic stirring bar and an argon inlet was charged with re-distilled (pressure 2 mm Hg, temperature 45° C.) 2,3,3-trimethylindolenine (7.95 grams, 50.0 mmol) and 3-iodopropionic acid (2.00 grams, 10 mmol). The mixture was heated to 80° C. for 12 hours, during which time the product precipitated out of solution and formed a highly viscous medium. Upon cooling, the reaction mixture was extracted three times with 200 milliliter portion... The yield is 83.5%. Product: [I-].C(=O)(O)CC[NH+]1C(C(C2=CC=CC=C12)(C)C)C (N-(2-carboxyethyl)-2,3,3-trimethylindolinium iodide), yellow solid. Conditions: temperature 80 celsius. The reactants are CC1=NC2=CC=CC=C2C1(C)C (2,3,3-trimethylindolenine), ICCC(=O)O (3-iodopropionic acid). The reactants are CCOc1ccc(Oc2c(Br)cc(CC(=O)OC)cc2Br)cc1[N+](=O)[O-], CN, COC(C)OC(C)O, ClC(Cl)Cl. Yields the product CNc1ccc(Oc2c(Br)cc(CC(=O)OC)cc2Br)cc1[N+](=O)[O-]. Reaction SMILES: [Br:3][c:4]1[cH:5][c:6]([CH2:24][C:25](=[O:26])[O:27][CH3:28])[cH:7][c:8]([Br:23])[c:9]1[O:10][c:11]1[cH:12][c:13]([N+:20](=[O:21])[O-:22])[c:14]([O:17][CH2:18][CH3:19])[cH:15][cH:16]1.[CH3:1][NH2:2].[CH3:29][O:30][CH:31]([O:32][CH:33]([OH:34])[CH3:35])[CH3:36].[CH:37]([Cl:38])([Cl:39])[Cl:40]>>[CH3:1][NH:2][c:14]1[c:13]([N+:20](=[O:21])[O-:22])[cH:12][c:11]([O:10][c:9]2[c:4]([Br:3])[cH:5][c:6]([CH2:24][C:25](=[O:26])[O:27][CH3:28])[cH:7][c:8]2[Br:23])[cH:16][cH:15]1.